This data is from the Open Reaction Database (ORD), a public repository of structured organic reaction records. The task is: describe an organic reaction: reactants, conditions, products, and yield As a reaction SMILES: [C:1]([CH3:2])([CH3:3])([CH3:4])[Si:5]([O:6][CH2:7][c:8]1[c:9]([CH2:13][OH:14])[cH:10][o:11][cH:12]1)([CH3:15])[CH3:16].[C:38]([CH3:40])([CH3:41])([O:42][OH:39])[CH3:43].[CH2:22]([CH:23]=[CH2:24])[O:25][P:26]([N:27]([CH:28]([CH3:29])[CH3:30])[CH:31]([CH3:32])[CH3:33])[O:34][CH2:35][CH:36]=[CH2:37].[Cl:44][CH2:45][Cl:46].[nH:17]1[cH:18][n:19][n:20][n:21]1>>[C:1]([CH3:2])([CH3:3])([CH3:4])[Si:5]([O:6][CH2:7][c:8]1[c:9]([CH2:13][O:14][P:26]([O:25][CH2:22][CH:23]=[CH2:24])([O:34][CH2:35][CH:36]=[CH2:37])=[O:42])[cH:10][o:11][cH:12]1)([CH3:15])[CH3:16]. The product is C=CCOP(=O)(OCC=C)OCc1cocc1CO[Si](C)(C)C(C)(C)C. Starting materials: CC(C)(C)[Si](C)(C)OCc1cocc1CO, CC(C)(C)OO, C=CCOP(OCC=C)N(C(C)C)C(C)C, ClCCl, c1nnn[nH]1. Reactants: SC=1NC=2C(=NC=CC2)N1 (2-Mercaptoimidazo[4,5-b]pyridine), Cl.C1(CCCC1)NC1=C(CCl)C=CC=C1 (2-(N-cyclopentylamino)benzyl chloride hydrochloride). The solvent is C(C)O (ethanol). Yields the product C1(CCCC1)NC1=C(CSC=2NC=3C(=NC=CC3)N2)C=CC=C1 (2-[2-(N-cyclopentylamino)benzylthio]-imidazo[4,5-b]pyridine). As a reaction SMILES: [SH:1][C:2]1[NH:3][C:4]2[C:5]([N:10]=1)=[N:6][CH:7]=[CH:8][CH:9]=2.Cl.[CH:12]1([NH:17][C:18]2[CH:25]=[CH:24][CH:23]=[CH:22][C:19]=2[CH2:20]Cl)[CH2:16][CH2:15][CH2:14][CH2:13]1>C(O)C>[CH:12]1([NH:17][C:18]2[CH:25]=[CH:24][CH:23]=[CH:22][C:19]=2[CH2:20][S:1][C:2]2[NH:3][C:4]3[C:5]([N:10]=2)=[N:6][CH:7]=[CH:8][CH:9]=3)[CH2:16][CH2:15][CH2:14][CH2:13]1 |f:1.2|. Reported procedure: 2-Mercaptoimidazo[4,5-b]pyridine and 2-(N-cyclopentylamino)benzyl chloride hydrochloride were reacted in an aqueous ethanol solution to obtain 2-[2-(N-cyclopentylamino)benzylthio]-imidazo[4,5-b]pyridine in the same manner as in Example 9-(2). The obtained 2-[2-(N-cyclopentylamino)benzylthio]imidazo[4,5-b]pyridine was oxidized by m-chloroperbenzoic acid in chloroform in the same manner as in Example 9-(3) to give 2-[2-(N-cyclopentylamino)benzylsulfinyl]imidazo[4,5-b]pyridine as a pale yellow crys...